describe an organic reaction: reactants, conditions, products, and yield From a dataset of the Open Reaction Database (ORD), a public repository of structured organic reaction records. The reactants are O[C@H](C)[C@@H]1[C@@H]2N([C@H](C(C2)=O)C(=O)OCC2=CC=C(C=C2)[N+](=O)[O-])C1=O (4-nitrobenzyl (3R,5R,6S)-6-((1R)-1-hydroxyethyl)-2-oxo-1-carbapenam-3-carboxylate), [Si](C)(C)(C(C)(C)C)OCCSC=1N=CN2C1SC(=C2)[Sn](CCCC)(CCCC)CCCC (7-(2-t-butyldimethylsilyloxyethyl)thio-2-(tri-n-butylstannyl)imidazo[5,1-b]thiazole). The product is [Si](C)(C)(C(C)(C)C)OCCSC=1N=CN2C1SC(=C2)C=2C[C@H]1N(C2C(=O)OCC2=CC=C(C=C2)[N+](=O)[O-])C([C@@H]1[C@@H](C)O)=O (4-nitrobenzyl (5R,6S)-2-[7-(2-t-butyldimethylsilyloxyethyl)thioimidazo[5,1-b]thiazol-2-yl]-6-((1R)-1-hydroxyethyl)-1-carbapen-2-em-3-carboxylate). Yield: 50.5%. RXN SMILES: [OH:1][C@@H:2]([C@H:4]1[C:24](=[O:25])[N:6]2[C@@H:7]([C:11]([O:13][CH2:14][C:15]3[CH:20]=[CH:19][C:18]([N+:21]([O-:23])=[O:22])=[CH:17][CH:16]=3)=[O:12])[C:8](=O)[CH2:9][C@H:5]12)[CH3:3].[Si:26]([O:33][CH2:34][CH2:35][S:36][C:37]1[N:38]=[CH:39][N:40]2[CH:44]=[C:43]([Sn](CCCC)(CCCC)CCCC)[S:42][C:41]=12)([C:29]([CH3:32])([CH3:31])[CH3:30])([CH3:28])[CH3:27]>>[Si:26]([O:33][CH2:34][CH2:35][S:36][C:37]1[N:38]=[CH:39][N:40]2[CH:44]=[C:43]([C:8]3[CH2:9][C@@H:5]4[C@@H:4]([C@H:2]([OH:1])[CH3:3])[C:24](=[O:25])[N:6]4[C:7]=3[C:11]([O:13][CH2:14][C:15]3[CH:16]=[CH:17][C:18]([N+:21]([O-:23])=[O:22])=[CH:19][CH:20]=3)=[O:12])[S:42][C:41]=12)([C:29]([CH3:32])([CH3:30])[CH3:31])([CH3:28])[CH3:27]. Procedure: The procedure of Example 1a) was repeated, except that 752 mg of 4-nitrobenzyl (3R,5R,6S)-6-((1R)-1-hydroxyethyl)-2-oxo-1-carbapenam-3-carboxylate and 1.433 g of 7-(2-t-butyldimethylsilyloxyethyl)thio-2-(tri-n-butylstannyl)imidazo[5,1-b]thiazole were used as the starting compounds. Thus, 703 mg of 4-nitrobenzyl (5R,6S)-2-[7-(2-t-butyldimethylsilyloxyethyl)thioimidazo[5,1-b]thiazol-2-yl]-6-((1R)-1-hydroxyethyl)-1-carbapen-2-em-3-carboxylate was prepared. Starting materials: OCCCN(CCO)C1CCN(Cc2ccccc2)CC1, CO, [H][H]. Yields the product OCCCN(CCO)C1CCNCC1. RXN SMILES: [CH2:1]([c:2]1[cH:3][cH:4][cH:5][cH:6][cH:7]1)[N:8]1[CH2:9][CH2:10][CH:11]([N:14]([CH2:15][CH2:16][CH2:17][OH:18])[CH2:19][CH2:20][OH:21])[CH2:12][CH2:13]1.[CH3:24][OH:25].[H:22][H:23]>>[NH:8]1[CH2:9][CH2:10][CH:11]([N:14]([CH2:15][CH2:16][CH2:17][OH:18])[CH2:19][CH2:20][OH:21])[CH2:12][CH2:13]1.